The task is: describe an organic reaction: reactants, conditions, products, and yield. This data is from the Open Reaction Database (ORD), a public repository of structured organic reaction records. The reactants are CCOC(Cc1ccc(OCc2csc(-c3ccc(C(F)(F)F)cc3)n2)cc1C)C(=O)OC, [Li+], [OH-]. The product is CCOC(Cc1ccc(OCc2csc(-c3ccc(C(F)(F)F)cc3)n2)cc1C)C(=O)O. Reaction SMILES: [CH3:1][O:2][C:3]([CH:4]([CH2:5][c:6]1[c:7]([CH3:29])[cH:8][c:9]([O:12][CH2:13][c:14]2[n:15][c:16](-[c:19]3[cH:20][cH:21][c:22]([C:25]([F:26])([F:27])[F:28])[cH:23][cH:24]3)[s:17][cH:18]2)[cH:10][cH:11]1)[O:30][CH2:31][CH3:32])=[O:33].[Li+:35].[OH-:34]>>[O:2]=[C:3]([CH:4]([CH2:5][c:6]1[c:7]([CH3:29])[cH:8][c:9]([O:12][CH2:13][c:14]2[n:15][c:16](-[c:19]3[cH:20][cH:21][c:22]([C:25]([F:26])([F:27])[F:28])[cH:23][cH:24]3)[s:17][cH:18]2)[cH:10][cH:11]1)[O:30][CH2:31][CH3:32])[OH:33].